This data is from the Open Reaction Database (ORD), a public repository of structured organic reaction records. The task is: describe an organic reaction: reactants, conditions, products, and yield Starting materials: BrCC=1SC2=C(N1)C=CC=C2 (2-bromomethylbenzothiazole), O (water), [H-].[Na+] (sodium hydride), [N+](=O)([O-])C1=CC=C(C=C1)O (4-nitrophenol). The solvent is CN(C=O)C (dimethylformamide), CN(C=O)C (dimethylformamide). Conditions: time 5 minute. The product is S1C(=NC2=C1C=CC=C2)CC2=C(C=CC(=C2)[N+](=O)[O-])O (0-(Benzothiazol-2-ylmethyl)-4-nitrophenol). The yield is 85.7%. As a reaction SMILES: [H-].[Na+].[N+:3]([C:6]1[CH:11]=[CH:10][C:9]([OH:12])=[CH:8][CH:7]=1)([O-:5])=[O:4].Br[CH2:14][C:15]1[S:16][C:17]2[CH:23]=[CH:22][CH:21]=[CH:20][C:18]=2[N:19]=1.O>CN(C)C=O>[S:16]1[C:17]2[CH:23]=[CH:22][CH:21]=[CH:20][C:18]=2[N:19]=[C:15]1[CH2:14][C:10]1[CH:11]=[C:6]([N+:3]([O-:5])=[O:4])[CH:7]=[CH:8][C:9]=1[OH:12] |f:0.1|. Reported procedure: 855.5 mg of sodium hydride (as a 60% w/w dispersion in mineral oil) were added to a solution of 2.83 g of 4-nitrophenol in 30 ml of dimethylformamide cooled in an ice-water bath. The resulting mixture was stirred at the same temperature for 5 minutes, after which a solution of 4.88 g of 2-bromomethylbenzothiazole in 25 ml of dimethylformamide was added thereto. The temperature of the resulting mixture was elevated to room temperature, and the mixture was then stirred at this temperature for 4 ho... Starting materials: FC1=C(C=C(C=C1)NC(=O)NC1=CC(=NN1C1=CC=CC=C1)C(F)(F)F)OC (1-(4-fluoro-3-methoxyphenyl)-3-(1-phenyl-3-(trifluoromethyl)-1H-pyrazol-5-yl)urea), solution, B(Br)(Br)Br (BBr3). Solvent: C(Cl)Cl (DCM), C(Cl)Cl (DCM). Run at time 2 hour. Yields the product C1(=CC=CC=C1)N(C(=O)NC1=CC(=NN1C1=CC=CC=C1)C(F)(F)F)C1=CC(=C(C=C1)F)O (phenyl 1-(4-fluoro-3-hydroxyphenyl)-3-(1-phenyl-3-(trifluoromethyl)-1H-pyrazol-5-yl)urea). Isolated yield 57.3%. Reaction SMILES: [F:1][C:2]1[CH:7]=[CH:6][C:5]([NH:8][C:9]([NH:11][C:12]2[N:16]([C:17]3[CH:22]=[CH:21][CH:20]=[CH:19][CH:18]=3)[N:15]=[C:14]([C:23]([F:26])([F:25])[F:24])[CH:13]=2)=[O:10])=[CH:4][C:3]=1[O:27]C.B(Br)(Br)Br>C(Cl)Cl>[C:2]1([N:8]([C:5]2[CH:6]=[CH:7][C:2]([F:1])=[C:3]([OH:27])[CH:4]=2)[C:9]([NH:11][C:12]2[N:16]([C:17]3[CH:18]=[CH:19][CH:20]=[CH:21][CH:22]=3)[N:15]=[C:14]([C:23]([F:25])([F:24])[F:26])[CH:13]=2)=[O:10])[CH:7]=[CH:6][CH:5]=[CH:4][CH:3]=1. Reported procedure: To a solution of 1-(4-fluoro-3-methoxyphenyl)-3-(1-phenyl-3-(trifluoromethyl)-1H-pyrazol-5-yl)urea (0.985 g, 2.5 mmol) in DCM (30 mL) at ice-water bath was dropped a 1.0 M solution of BBr3 in DCM (25 mL) and it was stirred for 2 hours. The reaction mixture was quenched with saturated NaHCO3 solution and extracted with DCM. Extracts were dried over MgSO4 and concentrated. The crude product was purified on a silica gel column using a mixture of EtOAc-hexane as eluent to give phenyl 1-(4-fluoro-3-h... The reactants are CO, C[O-], CO, CC1OC1(Cn1cncn1)c1ccc(F)cc1F, [Na+], COC(=O)CCS. Product: CC(S)C(O)(Cn1cncn1)c1ccc(F)cc1F. RXN SMILES: [CH3:26][OH:27].[CH3:28][O-:29].[CH3:31][OH:32].[F:1][c:2]1[c:3]([C:9]2([CH2:13][n:14]3[n:15][cH:16][n:17][cH:18]3)[O:10][CH:11]2[CH3:12])[cH:4][cH:5][c:6]([F:8])[cH:7]1.[Na+:30].[SH:19][CH2:20][CH2:21][C:22]([O:23][CH3:24])=[O:25]>>[F:1][c:2]1[c:3]([C:9]([OH:10])([CH:11]([CH3:12])[SH:19])[CH2:13][n:14]2[n:15][cH:16][n:17][cH:18]2)[cH:4][cH:5][c:6]([F:8])[cH:7]1. The reactants are C(#N)C=P(CCCC)(CCCC)CCCC.C1(=CC=CC=C1)C (cyanomethylenetributylphosphorane toluene), C(C)C1=C2C=NNC2=CC=C1O (4-ethyl-1H-indazol-5-ol). The solvent is C1(=CC=CC=C1)C (toluene). Product: cis-2-(4-hydroxycyclohexyl)-1H-isoinzole-1,3(2H), C(C)(C)C1=C2C=NNC2=CC=C1O (4-isopropyl-1H-indazol-5-ol). RXN SMILES: [C:1](C=P(CCCC)(CCCC)CCCC)#N.C1(C)C=CC=CC=1.[CH2:24]([C:26]1[C:34]([OH:35])=[CH:33][CH:32]=[C:31]2[C:27]=1[CH:28]=[N:29][NH:30]2)[CH3:25]>C1(C)C=CC=CC=1>[CH:24]([C:26]1[C:34]([OH:35])=[CH:33][CH:32]=[C:31]2[C:27]=1[CH:28]=[N:29][NH:30]2)([CH3:1])[CH3:25] |f:0.1|. Reported procedure: A cyanomethylenetributylphosphorane/toluene solution (1.2 g, 4.53 mmol) was added to a solution prepared by dissolving the 4-ethyl-1H-indazol-5-ol (359 mg, 1.46 mmol) obtained in Example 682 and the cis-2-(4-hydroxycyclohexyl)-1H-isoinzole-1,3(2H)-dione (854 mg, 3.48 mmol) obtained in Example 323, (c) in toluene (15 ml), and the resulting mixture was stirred at 120° C. for 3 hours. The reaction solution was concentrated, and to the resulting residue were added chloroform and a 1N-aqueous sodium ... Reactants: COC(=O)Cc1ccccc1I, ClC(Cl)(Cl)Cl, CC(C)(C#N)N=NC(C)(C)C#N, O=C1CCC(=O)N1Br. The product is COC(=O)C(Br)c1ccccc1I. As a reaction SMILES: [CH3:1][O:2][C:3]([CH2:4][c:5]1[c:6]([I:11])[cH:7][cH:8][cH:9][cH:10]1)=[O:12].[Cl:33][C:34]([Cl:35])([Cl:36])[Cl:37].[N:21]#[C:22][C:23]([N:24]=[N:25][C:26]([C:27]#[N:28])([CH3:29])[CH3:30])([CH3:31])[CH3:32].[O:13]=[C:14]1[N:15]([Br:20])[C:16](=[O:17])[CH2:18][CH2:19]1>>[CH3:1][O:2][C:3]([CH:4]([c:5]1[c:6]([I:11])[cH:7][cH:8][cH:9][cH:10]1)[Br:20])=[O:12]. Starting materials: C(C)(=O)OCCOCP(OCC)(OCC)=O (diethyl 2-acetoxyethoxymethylphosphonate), [O-]CC.[Na+] (sodium ethoxide), 1R-120H. Run in C(C)O (ethanol). Run at time 8 hour. Yields the product OCCOCP(OCC)(OCC)=O (Diethyl 2-hydroxyethoxymethylphosphonate). The yield is 70.0%. As a reaction SMILES: C([O:4][CH2:5][CH2:6][O:7][CH2:8][P:9](=[O:16])([O:13][CH2:14][CH3:15])[O:10][CH2:11][CH3:12])(=O)C.[O-]CC.[Na+]>C(O)C>[OH:4][CH2:5][CH2:6][O:7][CH2:8][P:9](=[O:16])([O:10][CH2:11][CH3:12])[O:13][CH2:14][CH3:15] |f:1.2|. Procedure details: To a solution of diethyl 2-acetoxyethoxymethylphosphonate* (16 g, 63 mmol) in absolute ethanol (150 ml), was added 0.5M sodium ethoxide (12.19 ml). After standing at ambient temperature overnight, 1R-120H resin was added until pH 6.5 was reached. The solution was filtered immediately, the resin washed with ethanol and the combined filtrates evaporated under reduced pressure. The residue was chromatographed on silica gel (eluted with chloroform: methanol, 98:2) to yield the title compound as a co... Starting materials: C(C)(C)(C)C1=C(C=CC(=C1)OC)O (2-tert-butyl-4-methoxyphenol), C1(=CC=CC=C1)O (phenol), C(C=C)Br (allyl bromide), C([O-])([O-])=O.[K+].[K+] (potassium carbonate), C(C=C)OCC=C (allyl ether), Intermediate 9, C(C=C)C1=C(C(=CC(=C1)OC)C(C)(C)C)O (2-allyl-6-tert-butyl-4-methoxyphenol), ClC=1C=C(C(=O)OO)C=CC1 (3-chloroperoxybenzoic acid), C(C=C)C1=C(C=C(C(=C1)OC)C(C)(C)C)O (2-allyl-5-tert-butyl-4-methoxyphenol), Intermediate 8, C(C)(C)(C)C=1C=C(C=CC1OC)O (3-tert-butyl-4-methoxyphenol), C([O-])([O-])=O.[K+].[K+] (potassium carbonate), C1(=CC(=CC(=C1)C)C)C (mesitylene). Yields the product C(C)(C)(C)C1=CC(=CC=2CC(OC21)CO)OC ((±)-(7-tert-butyl-5-methoxy-2,3-dihydro-1-benzofuran-2-yl)methanol). RXN SMILES: [C:1]([C:5]1[CH:10]=[C:9]([O:11][CH3:12])[CH:8]=[CH:7][C:6]=1[OH:13])([CH3:4])([CH3:3])[CH3:2].[C:14]([C:18]1C=C(O)C=C[C:23]=1[O:24]C)(C)(C)C.C(=O)([O-])[O-].[K+].[K+].C(Br)C=C.C(OCC=C)C=C.C1(C)C=C(C)C=C(C)C=1.C(C1C=C(OC)C=C(C(C)(C)C)C=1O)C=C.C(C1C=C(OC)C(C(C)(C)C)=CC=1O)C=C.C1(O)C=CC=CC=1.ClC1C=C(C=CC=1)C(OO)=O>>[C:1]([C:5]1[C:6]2[O:13][CH:18]([CH2:23][OH:24])[CH2:14][C:7]=2[CH:8]=[C:9]([O:11][CH3:12])[CH:10]=1)([CH3:4])([CH3:2])[CH3:3] |f:2.3.4|. The yield is 14.0%. Reported procedure: Treatment of 2-tert-butyl-4-methoxyphenol and 3-tert-butyl-4-methoxyphenol (18.25 g, 0.101 mol) with potassium carbonate (55.28 g, 0.400 mol) and allyl bromide (14.69 g, 0.121 mol) followed by treatment of the resultant allyl ether in refluxing mesitylene generally according to the procedure described for Intermediate 8 provided 2-allyl-6-tert-butyl-4-methoxyphenol and 2-allyl-5-tert-butyl-4-methoxyphenol. Treatment of the phenol with 3-chloroperoxybenzoic acid (49.58 g, 0.287 mol, 77%) and pota... Starting materials: M-indole, C1=CC=CC2=NC=C3C=CC=CC3=C12 (phenanthridine), C(C)(C)(C)C1=CC=C(C(=O)Cl)C=C1 (4-tert-butylbenzoyl chloride), N1C=CC2=CC=CC=C12 (indole). Yields the product C(C)(C)(C)C1=CC=C(C=C1)C(=O)N1C=2C=CC=CC2C2=CC=CC=C2C1C1=CNC2=CC=CC=C12 ((4-tert-Butyl-phenyl)-[6-(1H-indol-3-yl)-6H-phenanthridin-5-yl]-methanone). Reaction SMILES: [CH:1]1[C:14]2[C:5](=[N:6][CH:7]=[C:8]3[C:13]=2[CH:12]=[CH:11][CH:10]=[CH:9]3)[CH:4]=[CH:3][CH:2]=1.[C:15]([C:19]1[CH:27]=[CH:26][C:22]([C:23](Cl)=[O:24])=[CH:21][CH:20]=1)([CH3:18])([CH3:17])[CH3:16].[NH:28]1[C:36]2[C:31](=[CH:32][CH:33]=[CH:34][CH:35]=2)[CH:30]=[CH:29]1>>[C:15]([C:19]1[CH:27]=[CH:26][C:22]([C:23]([N:6]2[CH:7]([C:30]3[C:31]4[C:36](=[CH:35][CH:34]=[CH:33][CH:32]=4)[NH:28][CH:29]=3)[C:8]3[C:13](=[CH:12][CH:11]=[CH:10][CH:9]=3)[C:14]3[CH:1]=[CH:2][CH:3]=[CH:4][C:5]2=3)=[O:24])=[CH:21][CH:20]=1)([CH3:18])([CH3:17])[CH3:16]. Reported procedure: (4-tert-Butyl-phenyl)-[6-(1H-indol-3-yl)-6H-phenanthridin-5-yl]-methanone was prepared from phenanthridine, 4-tert-butylbenzoyl chloride, and indole according to GP 2. Yield, 34%. 1H-NMR (DMSO-d6): δ=1.21 (s, 9 H), 6.20 (dd, J=2.5 Hz, J=0.8 Hz, 1H), 6.40 (d, br., J=7 Hz, 1H), 6.82 (t, J≈8 Hz, 1H), 6.99-7.08 (m, 2H), 7.11 (ddd, J=J=7.6 Hz, J=1.1 Hz, 1H), 7.14-7.19 (m, 3H), 7.22-7.27 (m, 1H), 7.30 (“d”, J≈8.6 Hz, 2H), 7.43 (ddd, J≈J≈7.5 Hz, J=1.2 Hz, 1H), 7.50-7.57 (m, 2H), 7.85-7.90 (m, 1H), 7.95...